describe an organic reaction: reactants, conditions, products, and yield From a dataset of the Open Reaction Database (ORD), a public repository of structured organic reaction records. Starting materials: CCOC(=O)C(CCOC)c1cc(Cl)c(OCC2CC2)c(Br)c1, O=C([O-])[O-], [Cs+], [Cs+], OB(O)c1ccc(C(F)(F)F)cc1, CN(C)C=O, O. Product: CCOC(=O)C(CCOC)c1cc(Cl)c(OCC2CC2)c(-c2ccc(C(F)(F)F)cc2)c1. Reaction SMILES: [Br:1][c:2]1[cH:3][c:4]([CH:14]([C:15](=[O:16])[O:17][CH2:18][CH3:19])[CH2:20][CH2:21][O:22][CH3:23])[cH:5][c:6]([Cl:13])[c:7]1[O:8][CH2:9][CH:10]1[CH2:11][CH2:12]1.[C:24](=[O:25])([O-:26])[O-:27].[Cs+:28].[Cs+:29].[F:30][C:31]([c:32]1[cH:33][cH:34][c:35]([B:38]([OH:39])[OH:40])[cH:36][cH:37]1)([F:41])[F:42].[O:43]=[CH:44][N:45]([CH3:46])[CH3:47].[OH2:48]>>[c:2]1(-[c:35]2[cH:34][cH:33][c:32]([C:31]([F:30])([F:41])[F:42])[cH:37][cH:36]2)[cH:3][c:4]([CH:14]([C:15](=[O:16])[O:17][CH2:18][CH3:19])[CH2:20][CH2:21][O:22][CH3:23])[cH:5][c:6]([Cl:13])[c:7]1[O:8][CH2:9][CH:10]1[CH2:11][CH2:12]1. Reactants: ClC(C(=O)Cl)Cl (dichloroacetyl chloride), [OH-].[Na+] (sodium hydroxide), CC1NCCNC1=O (2-methyl-piperazin-3-one). Reported procedure: A solution of 8 g (0.2 mole) of sodium hydroxide in 15 ml of water was added to a solution of 20 g (0.18 mole) of 2-methyl-piperazin-3-one in 150 ml of methylene chloride. 26.6 g (0.18 mole) of dichloroacetyl chloride were then added dropwise at from 10° to 15° C. The mixture was stirred at 25° C. for 10 hours and the precipitated crude product was filtered off with suction, washed with water and recrystallized from a 2:1 mixture of isopropanol and H2O to give 14.4 g (36% of theory) of 1-dichlor... The product is ClC(C(=O)N1C(C(NCC1)=O)C)Cl (1-dichloroacetyl-2-methyl-3-oxo-piperazine). Isolated yield 35.5%. Run in O (water), C(Cl)Cl (methylene chloride). Conditions: temperature 25 celsius, time 10 hour. RXN SMILES: [OH-].[Na+].[CH3:3][CH:4]1[C:9](=[O:10])[NH:8][CH2:7][CH2:6][NH:5]1.[Cl:11][CH:12]([Cl:16])[C:13](Cl)=[O:14]>O.C(Cl)Cl>[Cl:11][CH:12]([Cl:16])[C:13]([N:5]1[CH2:6][CH2:7][NH:8][C:9](=[O:10])[CH:4]1[CH3:3])=[O:14] |f:0.1|. Starting materials: CC(C)(C)OC(=O)CN1CCc2cc(B3OC(C)(C)C(C)(C)O3)ccc2C1, CCOC(C)=O, Cc1ccc(Cl)nn1, [Na+], [Na+], O=C([O-])[O-], C1COCCO1, c1ccc(P(c2ccccc2)(c2ccccc2)[Pd](P(c2ccccc2)(c2ccccc2)c2ccccc2)(P(c2ccccc2)(c2ccccc2)c2ccccc2)P(c2ccccc2)(c2ccccc2)c2ccccc2)cc1. The product is Cc1ccc(-c2ccc3c(c2)CCN(CC(=O)OC(C)(C)C)C3)nn1. As a reaction SMILES: [C:1]([CH3:2])([CH3:3])([CH3:4])[O:5][C:6]([CH2:7][N:8]1[CH2:9][c:10]2[cH:11][cH:12][c:13]([B:18]3[O:19][C:20]([CH3:21])([CH3:22])[C:23]([CH3:24])([CH3:25])[O:26]3)[cH:14][c:15]2[CH2:16][CH2:17]1)=[O:27].[CH3:48][CH2:49][O:50][C:51]([CH3:52])=[O:53].[Cl:28][c:29]1[n:30][n:31][c:32]([CH3:35])[cH:33][cH:34]1.[Na+:42].[Na+:43].[O-:44][C:45](=[O:46])[O-:47].[O:36]1[CH2:37][CH2:38][O:39][CH2:40][CH2:41]1.[cH:54]1[cH:55][cH:56][c:57]([P:58]([Pd:59]([P:60]([c:61]2[cH:62][cH:63][cH:64][cH:65][cH:66]2)([c:67]2[cH:68][cH:69][cH:70][cH:71][cH:72]2)[c:73]2[cH:74][cH:75][cH:76][cH:77][cH:78]2)([P:79]([c:80]2[cH:81][cH:82][cH:83][cH:84][cH:85]2)([c:86]2[cH:87][cH:88][cH:89][cH:90][cH:91]2)[c:92]2[cH:93][cH:94][cH:95][cH:96][cH:97]2)[P:98]([c:99]2[cH:100][cH:101][cH:102][cH:103][cH:104]2)([c:105]2[cH:106][cH:107][cH:108][cH:109][cH:110]2)[c:111]2[cH:112][cH:113][cH:114][cH:115][cH:116]2)([c:117]2[cH:118][cH:119][cH:120][cH:121][cH:122]2)[c:123]2[cH:124][cH:125][cH:126][cH:127][cH:128]2)[cH:129][cH:130]1>>[C:1]([CH3:2])([CH3:3])([CH3:4])[O:5][C:6]([CH2:7][N:8]1[CH2:9][c:10]2[cH:11][cH:12][c:13](-[c:29]3[n:30][n:31][c:32]([CH3:35])[cH:33][cH:34]3)[cH:14][c:15]2[CH2:16][CH2:17]1)=[O:27]. Reactants: aqueous solution, [OH-].[K+] (potassium hydroxide), COC1=CC=C(C2=C1OCCO2)C=2C=C(C(C(=O)OCC)=CC2)C(=O)OCC (diethyl 4-(8-methoxy-1,4-benzodioxan-5-yl)phthalate), Compound A, BrC=1C=C(C(C(=O)OCC)=CC1)C(=O)OCC (diethyl 4-bromophthalate). Run in C(C)O (ethanol). Yields the product COC1=CC=C(C2=C1OCCO2)C=2C=C(C(C(=O)O)=CC2)C(=O)O (4-(8-Methoxy-1,4-benzodioxan-5-yl)phthalic acid). Isolated yield 92.5%. RXN SMILES: [CH3:1][O:2][C:3]1[C:8]2[O:9][CH2:10][CH2:11][O:12][C:7]=2[C:6]([C:13]2[CH:14]=[C:15]([C:24]([O:26]CC)=[O:25])[C:16](=[CH:22][CH:23]=2)[C:17]([O:19]CC)=[O:18])=[CH:5][CH:4]=1.BrC1C=C(C(OCC)=O)C(=CC=1)C(OCC)=O.[OH-].[K+]>C(O)C>[CH3:1][O:2][C:3]1[C:8]2[O:9][CH2:10][CH2:11][O:12][C:7]=2[C:6]([C:13]2[CH:14]=[C:15]([C:24]([OH:26])=[O:25])[C:16](=[CH:22][CH:23]=2)[C:17]([OH:19])=[O:18])=[CH:5][CH:4]=1 |f:2.3|. Reported procedure: To a mixture of diethyl 4-(8-methoxy-1,4-benzodioxan-5-yl)phthalate (0.69 g, 1.8 mmol) obtained by treating Compound A (0.70 g, 3.3 mmol) obtained in Reference Example 1 and known diethyl 4-bromophthalate (1.00 g, 3.3 mmol) by the same reaction as in Example 17 were added ethanol (7.0 mL) and a 6 mol/L aqueous solution of potassium hydroxide (1.4 mL), the mixture was stirred at room temperature for 2 hours, and then ethanol was evaporated in vacuo. Water was added to the resulting solution, the ... The solvent is N1=CC=CC=C1 (pyridine). Product: C(C)(C)(C)OC(C(=C)CCOCC1=CC=CC=C1)=O (2-(2-benzyloxyethyl)acrylic acid tert-butyl ester). The reactants are Cl (HCl), C(C)(C)(C)OC(C(C(=O)O)CCOCC1=CC=CC=C1)=O (2-(2-benzyloxyethyl) malonic acid mono tert-butyl ester), N1CCCCC1 (piperidine), C=O (paraformaldehyde). Procedure: A solution of 2-(2-benzyloxyethyl) malonic acid mono tert-butyl ester (23.9 g, 81.2 mmol), piperidine (1.31 mL, 13.2 mmol), and paraformaldehyde (3.7 g, 123 mmol) in pyridine (160 mL) was heated at a temperature of 70° C. for 3 hours. After cooling to room temperature, the mixture was poured over ice. The mixture was acidified using 6N HCl solution and then extracted twice with ether; the extracts were combined, washed with brine, dried over MgSO4 and concentrated under vacuum to leave an oil. T... As a reaction SMILES: [C:1]([O:5][C:6](=[O:21])[CH:7]([CH2:11][CH2:12][O:13][CH2:14][C:15]1[CH:20]=[CH:19][CH:18]=[CH:17][CH:16]=1)[C:8](O)=O)([CH3:4])([CH3:3])[CH3:2].N1CCCCC1.C=O.Cl>N1C=CC=CC=1>[C:1]([O:5][C:6](=[O:21])[C:7]([CH2:11][CH2:12][O:13][CH2:14][C:15]1[CH:16]=[CH:17][CH:18]=[CH:19][CH:20]=1)=[CH2:8])([CH3:4])([CH3:2])[CH3:3]. The reactants are C(C)(=O)OCC (ethyl acetate), ClC1=NC=C(C(=O)OCC)C=C1 (ethyl 6-chloronicotinate), OC1=C2CCC(C2=CC=C1)=O (4-hydroxy-1-indanone), C([O-])([O-])=O.[K+].[K+] (potassium carbonate). The solvent is O (water), CN(C)C=O (DMF). Reaction conditions: temperature 120 celsius, time 1 hour. Yields the product O=C1CCC2=C(C=CC=C12)OC1=NC=C(C(=O)OCC)C=C1 (ethyl 6-[(1-oxo-2,3-dihydro-1H-inden-4-yl)oxy]nicotinate). The yield is 84.9%. RXN SMILES: Cl[C:2]1[CH:12]=[CH:11][C:5]([C:6]([O:8][CH2:9][CH3:10])=[O:7])=[CH:4][N:3]=1.[OH:13][C:14]1[CH:22]=[CH:21][CH:20]=[C:19]2[C:15]=1[CH2:16][CH2:17][C:18]2=[O:23].C(=O)([O-])[O-].[K+].[K+].C(OCC)(=O)C>CN(C=O)C.O>[O:23]=[C:18]1[C:19]2[C:15](=[C:14]([O:13][C:2]3[CH:12]=[CH:11][C:5]([C:6]([O:8][CH2:9][CH3:10])=[O:7])=[CH:4][N:3]=3)[CH:22]=[CH:21][CH:20]=2)[CH2:16][CH2:17]1 |f:2.3.4|. Reported procedure: 1.86 g of ethyl 6-chloronicotinate and 1.48 g of 4-hydroxy-1-indanone were dissolved in 15 ml of DMF. To the resulting solution, 0.97 g of potassium carbonate was added and the mixture was stirred at 120° C. After 1 hour, ethyl acetate and water were added to the reaction solution, thereby partitioning between an organic layer and an aqueous layer. The organic layer was washed with a saturated sodium chloride solution, dried over magnesium sulfate and then concentrated under reduced pressure. Th... Run in N1=CC=CC=C1 (pyridine). Reaction SMILES: C[O:2][C:3](=[O:24])[C:4]1[CH:9]=[C:8]([CH3:10])[CH:7]=[C:6](Br)[C:5]=1[NH:12][S:13]([C:16]1[CH:21]=[CH:20][C:19]([O:22][CH3:23])=[CH:18][CH:17]=1)(=[O:15])=[O:14].[Cu][C:26]#[N:27].O.Cl>N1C=CC=CC=1>[C:26]([C:6]1[C:5]([NH:12][S:13]([C:16]2[CH:17]=[CH:18][C:19]([O:22][CH3:23])=[CH:20][CH:21]=2)(=[O:15])=[O:14])=[C:4]([CH:9]=[C:8]([CH3:10])[CH:7]=1)[C:3]([OH:2])=[O:24])#[N:27]. Yields the product C(#N)C=1C(=C(C(=O)O)C=C(C1)C)NS(=O)(=O)C1=CC=C(C=C1)OC (3-Cyano-2-(4-methoxybenzenesulfonylamino)-5-methylbenzoic acid). Isolated yield 72.2%. Procedure details: To a solution of 4.0 g (10 mmol) of the product of Example 135 in 60 ml of pyridine was added 2.0 g (22 mmol) of copper (I) cyanide and the mixture was refluxed for 48 h. The reaction mixture was then cooled to room tempera and poured over cold water. The resulting mixture was stirred for sixteen hours and carefully acidified with concentted HCl solution. The resulting precipitate was filtered and washed with water, dissolved in chloroform, filtered and concentrated. The residue was triturated w... Starting materials: COC(C1=C(C(=CC(=C1)C)Br)NS(=O)(=O)C1=CC=C(C=C1)OC)=O (3-Bromo-2-(4-methoxy-benzenesulfonylamino)-5-methyl-benzoic acid methyl ester), [Cu]C#N (copper (I) cyanide), Cl (HCl), O (water). The solvent is C1CCOC1 (THF), C1CCOC1 (THF). Reaction conditions: time 10 minute. Reported procedure: In a nitrogen stream, an n-butyllithium hexane solution (1.6 M, 1.68 ml, 2.68 mmol) was added dropwise to a solution of 5-fluorobenzo[b]thiophene (410 mg, 2.68 mmol) in THF (10 ml) and the reaction solution was stirred at the same temperature for 10 minutes. To this solution, a solution of 4-bromonaphthalene-2-carbaldehyde (600 mg, 2.55 mmol) in THF (5 ml) was added dropwise at −78° C. The obtained mixture was stirred at the same temperature for two hours, and then a saturated ammonium chloride ... The product is BrC1=CC(=CC2=CC=CC=C12)C(O)C1=CC2=C(S1)C=CC(=C2)F ((4-Bromonaphthalen-2-yl)-(5-fluorobenzo-[b]thiophen-2-yl)methanol). The reactants are BrC1=CC(=CC2=CC=CC=C12)C=O (4-bromonaphthalene-2-carbaldehyde), [Cl-].[NH4+] (ammonium chloride), CCCCCC.C(CCC)[Li] (n-butyllithium hexane), FC1=CC2=C(SC=C2)C=C1 (5-fluorobenzo[b]thiophene). Isolated yield 68.9%. RXN SMILES: CCCCCC.C([Li])CCC.[F:12][C:13]1[CH:21]=[CH:20][C:16]2[S:17][CH:18]=[CH:19][C:15]=2[CH:14]=1.[Br:22][C:23]1[C:32]2[C:27](=[CH:28][CH:29]=[CH:30][CH:31]=2)[CH:26]=[C:25]([CH:33]=[O:34])[CH:24]=1.[Cl-].[NH4+]>C1COCC1>[Br:22][C:23]1[C:32]2[C:27](=[CH:28][CH:29]=[CH:30][CH:31]=2)[CH:26]=[C:25]([CH:33]([C:18]2[S:17][C:16]3[CH:20]=[CH:21][C:13]([F:12])=[CH:14][C:15]=3[CH:19]=2)[OH:34])[CH:24]=1 |f:0.1,4.5|.